Dataset: the Open Reaction Database (ORD), a public repository of structured organic reaction records. Task: describe an organic reaction: reactants, conditions, products, and yield Starting materials: C(C)(C)OC=1C=C(C(=O)O)C=C(C1)OC1=CC=CC=C1 (3-isopropoxy-5-phenoxy-benzoic acid), C(C)OC(CCSCC=1N=C(SC1)N)=O (3-(2-amino-thiazol-4-ylmethylsulfanyl)-propionic acid ethyl ester). The product is C(C)OC(CCSCC=1N=C(SC1)NC(C1=CC(=CC(=C1)OC1=CC=CC=C1)OC(C)C)=O)=O (3-[2-(3-Isopropoxy-5-phenoxy-benzoylamino)-thiazol-4-ylmethylsulfanyl]-propionic acid ethyl ester). Reaction SMILES: [CH:1]([O:4][C:5]1[CH:6]=[C:7]([CH:11]=[C:12]([O:14][C:15]2[CH:20]=[CH:19][CH:18]=[CH:17][CH:16]=2)[CH:13]=1)[C:8]([OH:10])=O)([CH3:3])[CH3:2].[CH2:21]([O:23][C:24](=[O:35])[CH2:25][CH2:26][S:27][CH2:28][C:29]1[N:30]=[C:31]([NH2:34])[S:32][CH:33]=1)[CH3:22]>>[CH2:21]([O:23][C:24](=[O:35])[CH2:25][CH2:26][S:27][CH2:28][C:29]1[N:30]=[C:31]([NH:34][C:8](=[O:10])[C:7]2[CH:11]=[C:12]([O:14][C:15]3[CH:20]=[CH:19][CH:18]=[CH:17][CH:16]=3)[CH:13]=[C:5]([O:4][CH:1]([CH3:2])[CH3:3])[CH:6]=2)[S:32][CH:33]=1)[CH3:22]. Reported procedure: 3-[2-(3-Isopropoxy-5-phenoxy-benzoylamino)-thiazol-4-ylmethylsulfanyl]-propionic acid ethyl ester was prepared from 3-isopropoxy-5-phenoxy-benzoic acid and 3-(2-amino-thiazol-4-ylmethylsulfanyl)-propionic acid ethyl ester following general procedure A.